From a dataset of the Open Reaction Database (ORD), a public repository of structured organic reaction records. describe an organic reaction: reactants, conditions, products, and yield Starting materials: CC(C)(C)OC(=O)CC(=O)[O-], CN(C)c1ccncc1, ClCCl, Cl, OCc1cccc2c1Cc1ccccc1-2. Product: CC(C)(C)OC(=O)CC(=O)OCc1cccc2c1Cc1ccccc1-2. Reaction SMILES: [C:1]([CH2:2][C:3](=[O:4])[O-:5])(=[O:6])[O:7][C:8]([CH3:9])([CH3:10])[CH3:11].[CH3:28][N:29]([c:30]1[cH:31][cH:32][n:33][cH:34][cH:35]1)[CH3:36].[Cl:37][CH2:38][Cl:39].[ClH:27].[c:12]1([CH2:25][OH:26])[cH:13][cH:14][cH:15][c:16]2[c:24]1[CH2:23][c:22]1[c:17]-2[cH:18][cH:19][cH:20][cH:21]1>>[C:1]([CH2:2][C:3](=[O:4])[O:5][CH2:25][c:12]1[cH:13][cH:14][cH:15][c:16]2[c:24]1[CH2:23][c:22]1[c:17]-2[cH:18][cH:19][cH:20][cH:21]1)(=[O:6])[O:7][C:8]([CH3:9])([CH3:10])[CH3:11]. The reactants are C([O-])([O-])=O.[Cs+].[Cs+] (cesium carbonate), ClCC1=CC(=NC2=CC=CC=C12)C (4-chloromethyl-2-methylquinoline), [I-].[K+] (potassium iodide), OC1=CC=C(C=C1)S(=O)(=O)NC[C@@H](C(=O)OC)N1CCN(CC1)S(=O)(=O)C (methyl (S)-3-(4-hydroxybenzenesulfonylamino)-2-(4-methanesulfonylpiperazin-1-yl)propanoate). The solvent is CC(=O)C (acetone). Reaction conditions: time 18 hour. Product: CS(=O)(=O)N1CCN(CC1)[C@H](C(=O)OC)CNS(=O)(=O)C1=CC=C(C=C1)OCC1=CC(=NC2=CC=CC=C12)C (methyl (S)-2-(4-methanesulfonylpiperazin-1-yl)-3-[4-(2-methylquinolin-4-ylmethoxy)benzenesulfonylamino]propanoate). The yield is 31.8%. RXN SMILES: C(=O)([O-])[O-].[Cs+].[Cs+].Cl[CH2:8][C:9]1[C:18]2[C:13](=[CH:14][CH:15]=[CH:16][CH:17]=2)[N:12]=[C:11]([CH3:19])[CH:10]=1.[I-].[K+].[OH:22][C:23]1[CH:28]=[CH:27][C:26]([S:29]([NH:32][CH2:33][C@H:34]([N:39]2[CH2:44][CH2:43][N:42]([S:45]([CH3:48])(=[O:47])=[O:46])[CH2:41][CH2:40]2)[C:35]([O:37][CH3:38])=[O:36])(=[O:31])=[O:30])=[CH:25][CH:24]=1>CC(C)=O>[CH3:48][S:45]([N:42]1[CH2:41][CH2:40][N:39]([C@@H:34]([CH2:33][NH:32][S:29]([C:26]2[CH:25]=[CH:24][C:23]([O:22][CH2:8][C:9]3[C:18]4[C:13](=[CH:14][CH:15]=[CH:16][CH:17]=4)[N:12]=[C:11]([CH3:19])[CH:10]=3)=[CH:28][CH:27]=2)(=[O:31])=[O:30])[C:35]([O:37][CH3:38])=[O:36])[CH2:44][CH2:43]1)(=[O:46])=[O:47] |f:0.1.2,4.5|. Procedure: 280 mg (0.85 mmol) of cesium carbonate followed by 160 mg (0.85 mmol) of 4-chloromethyl-2-methylquinoline and by 15 mg of potassium iodide are added to a solution of 300 mg (0.71 mmol) of methyl (S)-3-(4-hydroxybenzenesulfonylamino)-2-(4-methanesulfonylpiperazin-1-yl)propanoate in 10 ml of acetone. The reaction medium is stirred at ambient temperature for 18 h, filtered and concentrated under vacuum. The crude product is purified by chromatography on silica gel, elution being carried out with a ...